The task is: describe an organic reaction: reactants, conditions, products, and yield. This data is from the Open Reaction Database (ORD), a public repository of structured organic reaction records. Starting materials: NCCO (2-amino-ethanol), C(C)(C)N(C(C)C)CC (N,N-diisopropylethylamine), C(C)(C)(C)[Si](C)(C)Cl (tert-butyl-chloro-dimethyl-silane), O (water). The solvent is ClCCl (dichloromethane). Reaction conditions: time 16 hour. Yields the product [Si](C)(C)(C(C)(C)C)OCCN (2-(tert-butyl-dimethylsilanyloxy)-ethylamine). The yield is 99.4%. Reaction SMILES: [NH2:1][CH2:2][CH2:3][OH:4].C(N(CC)C(C)C)(C)C.[C:14]([Si:18](Cl)([CH3:20])[CH3:19])([CH3:17])([CH3:16])[CH3:15].O>ClCCl>[Si:18]([O:4][CH2:3][CH2:2][NH2:1])([C:14]([CH3:17])([CH3:16])[CH3:15])([CH3:20])[CH3:19]. Procedure: To a stirred solution of 2-amino-ethanol (55 g, 900.46 mmol) in dichloromethane (1000 mL) were added N,N-diisopropylethylamine (220 mL, 1260.64 mmol) and tert-butyl-chloro-dimethyl-silane (135.7 g, 900.46 mmol) at 0° C. followed by stirring for 16 h at room temperature. After completion of the reaction, water (500 mL) was added and the resulting mixture extracted with dichloromethane. The separated organic part was washed with water (2×100 mL) and brine (100 mL) and dried and concentrated to get... The reactants are CCOC(=O)c1csc2c1c(=O)n(C)c(=O)n2C(C)C, C1CCOC1, CN1CCCN(C)C1=O, CC(C)[N-]C(C)C, CC(=O)O, [Li+], O, O=Cc1cnn(-c2ccccc2)c1. Yields the product CCOC(=O)c1c(C(O)c2cnn(-c3ccccc3)c2)sc2c1c(=O)n(C)c(=O)n2C(C)C. As a reaction SMILES: [CH2:1]([CH3:2])[O:3][C:4](=[O:5])[c:6]1[cH:7][s:8][c:9]2[n:10]([CH:18]([CH3:19])[CH3:20])[c:11](=[O:17])[n:12]([CH3:16])[c:13](=[O:15])[c:14]12.[CH2:51]1[O:52][CH2:53][CH2:54][CH2:55]1.[CH3:34][N:35]1[CH2:36][CH2:37][CH2:38][N:39]([CH3:40])[C:41]1=[O:42].[CH3:44][CH:45]([N-:46][CH:47]([CH3:48])[CH3:49])[CH3:50].[CH3:57][C:58](=[O:59])[OH:60].[Li+:43].[OH2:56].[c:21]1(-[n:27]2[n:28][cH:29][c:30]([CH:32]=[O:33])[cH:31]2)[cH:22][cH:23][cH:24][cH:25][cH:26]1>>[CH2:1]([CH3:2])[O:3][C:4](=[O:5])[c:6]1[c:7]([CH:32]([c:30]2[cH:29][n:28][n:27](-[c:21]3[cH:22][cH:23][cH:24][cH:25][cH:26]3)[cH:31]2)[OH:33])[s:8][c:9]2[n:10]([CH:18]([CH3:19])[CH3:20])[c:11](=[O:17])[n:12]([CH3:16])[c:13](=[O:15])[c:14]12. The reactants are CC(=O)NCC1CN(c2ccc(N3CCC(=O)CC3)c(F)c2)C(=O)O1, O, O, OCC(O)CO, Cc1ccc(S(=O)(=O)O)cc1, c1ccccc1. Yields the product CC(=O)NCC1CN(c2ccc(N3CCC4(CC3)OCC(CO)O4)c(F)c2)C(=O)O1. Reaction SMILES: [F:25][c:26]1[cH:27][c:28]([N:39]2[C:40](=[O:49])[O:41][CH:42]([CH2:44][NH:45][C:46]([CH3:47])=[O:48])[CH2:43]2)[cH:29][cH:30][c:31]1[N:32]1[CH2:33][CH2:34][C:35](=[O:38])[CH2:36][CH2:37]1.[OH2:1].[OH2:50].[OH:13][CH2:14][CH:15]([OH:16])[CH2:17][OH:18].[c:2]1([CH3:3])[cH:4][cH:5][c:6]([S:7]([OH:8])(=[O:9])=[O:10])[cH:11][cH:12]1.[cH:19]1[cH:20][cH:21][cH:22][cH:23][cH:24]1>>[O:13]1[CH2:14][CH:15]([CH2:17][OH:18])[O:16][C:35]12[CH2:34][CH2:33][N:32]([c:31]1[c:26]([F:25])[cH:27][c:28]([N:39]3[C:40](=[O:49])[O:41][CH:42]([CH2:44][NH:45][C:46]([CH3:47])=[O:48])[CH2:43]3)[cH:29][cH:30]1)[CH2:37][CH2:36]2.